From a dataset of the Open Reaction Database (ORD), a public repository of structured organic reaction records. describe an organic reaction: reactants, conditions, products, and yield Starting materials: CC(C)C[Al+]CC(C)C, Cc1ccccc1, [H-], COC(=O)c1cn(S(=O)(=O)c2ccccc2)c(-c2ccccc2)c1-c1ccccc1. Yields the product O=S(=O)(c1ccccc1)n1cc(CO)c(-c2ccccc2)c1-c1ccccc1. RXN SMILES: [CH2:32]([Al+:33][CH2:34][CH:35]([CH3:36])[CH3:37])[CH:38]([CH3:39])[CH3:40].[CH3:41][c:42]1[cH:43][cH:44][cH:45][cH:46][cH:47]1.[H-:31].[c:1]1(-[c:7]2[c:8]([C:27](=[O:28])[O:29][CH3:30])[cH:9][n:10]([S:18](=[O:19])(=[O:20])[c:21]3[cH:22][cH:23][cH:24][cH:25][cH:26]3)[c:11]2-[c:12]2[cH:13][cH:14][cH:15][cH:16][cH:17]2)[cH:2][cH:3][cH:4][cH:5][cH:6]1>>[c:1]1(-[c:7]2[c:8]([CH2:27][OH:28])[cH:9][n:10]([S:18](=[O:19])(=[O:20])[c:21]3[cH:22][cH:23][cH:24][cH:25][cH:26]3)[c:11]2-[c:12]2[cH:13][cH:14][cH:15][cH:16][cH:17]2)[cH:2][cH:3][cH:4][cH:5][cH:6]1. The reactants are C(C1=CC=CC=C1)(=O)Cl (benzoyl chloride), C(C)(C)(C)OC(=O)N1CCN(CC1)CCC1=CC=CC=C1 (1-(t-butyloxycarbonyl)-4-(2-phenylethyl)piperazine), C(CCC)[Li] (butyllithium), CCCCCC (hexane), ice water. The solvent is O1CCCC1 (tetrahydrofuran). Run at time 30 minute. Product: Cl.C(C1=CC=CC=C1)(=O)C1=C(C=CC=C1)CCN1CCNCC1 (1-(2-[2-benzoylphenyl]ethyl)piperazine.hydrochloride). As a reaction SMILES: C(OC([N:8]1[CH2:13][CH2:12][N:11]([CH2:14][CH2:15][C:16]2[CH:21]=[CH:20][CH:19]=[CH:18][CH:17]=2)[CH2:10][CH2:9]1)=O)(C)(C)C.C([Li])CCC.CCCCCC.[C:33]([Cl:41])(=[O:40])[C:34]1[CH:39]=[CH:38][CH:37]=[CH:36][CH:35]=1>O1CCCC1>[ClH:41].[C:33]([C:21]1[CH:20]=[CH:19][CH:18]=[CH:17][C:16]=1[CH2:15][CH2:14][N:11]1[CH2:10][CH2:9][NH:8][CH2:13][CH2:12]1)(=[O:40])[C:34]1[CH:39]=[CH:38][CH:37]=[CH:36][CH:35]=1 |f:5.6|. Procedure details: 1.1 g of 1-(t-butyloxycarbonyl)-4-(2-phenylethyl)piperazine was dissolved in 8 ml of tetrahydrofuran, and 2.8 ml of butyllithium (1.6N, a hexane solution) was added dropwise to the solution at -30° C. followed by stirring for 30 minutes. Next, 0.88 ml of benzoyl chloride was added thereto, and the solution was stirred for 3 hours, poured into ice water, and then extracted with 50 ml of chloroform. The resultant chloroform layer was washed with water, dried over anhydrous sodium sulfate, and then...